Dataset: the Open Reaction Database (ORD), a public repository of structured organic reaction records. Task: describe an organic reaction: reactants, conditions, products, and yield Reactants: NC=1C=C(C(=O)NC(C)(C)C)C=C(C1)N (3,5-diamino-N-t-butyl-benzamide), [Li+].[Cl-] (LiCl), N1=CC=CC=C1 (pyridine), C1(CCCC1)C(=O)Cl (cyclopentanecarbonylchloride), CN1CCCC1=O (NMP). Product: C(C)(C)(C)NC(C1=CC(=CC(=C1)NC(=O)C1CCCC1)NC(=O)C1CCCC1)=O (N-t-butyl-3,5-bis-(cyclopentanecarbonylamino)-benzamide). RXN SMILES: [NH2:1][C:2]1[CH:3]=[C:4]([CH:12]=[C:13]([NH2:15])[CH:14]=1)[C:5]([NH:7][C:8]([CH3:11])([CH3:10])[CH3:9])=[O:6].[CH:16]1([C:21](Cl)=[O:22])[CH2:20][CH2:19][CH2:18][CH2:17]1.CN1[C:29](=[O:30])[CH2:28][CH2:27][CH2:26]1.[Li+].[Cl-].N1C=CC=[CH:35][CH:34]=1>>[C:8]([NH:7][C:5](=[O:6])[C:4]1[CH:12]=[C:13]([NH:15][C:21]([CH:16]2[CH2:20][CH2:19][CH2:18][CH2:17]2)=[O:22])[CH:14]=[C:2]([NH:1][C:29]([CH:28]2[CH2:35][CH2:34][CH2:26][CH2:27]2)=[O:30])[CH:3]=1)([CH3:11])([CH3:10])[CH3:9] |f:3.4|. Procedure details: from 0.50 g (2.41 mmol) of 3,5-diamino-N-t-butyl-benzamide, 0.75 g (5.66 mmol) of cyclopentanecarbonylchloride, 30 ml of NMP, 5 ml of pyridine and 0.05 g of LiCl according to method A. The reactants are OC1=CC(=C(C(=C1)C)C1=CC(=CC=C1)C=O)C (4′-hydroxy-2′,6′-dimethylbiphenyl-3-carbaldehyde), CO (methanol), [BH4-].[Na+] (sodium borohydride). Run in O1CCCC1 (tetrahydrofuran). Reaction conditions: time 20 hour. The product is OCC=1C=C(C=CC1)C1=C(C=C(C=C1C)O)C (3′-(hydroxymethyl)-2,6-dimethylbiphenyl-4-ol). The yield is 93.6%. RXN SMILES: [OH:1][C:2]1[CH:7]=[C:6]([CH3:8])[C:5]([C:9]2[CH:14]=[CH:13][CH:12]=[C:11]([CH:15]=[O:16])[CH:10]=2)=[C:4]([CH3:17])[CH:3]=1.CO.[BH4-].[Na+]>O1CCCC1>[OH:16][CH2:15][C:11]1[CH:10]=[C:9]([C:5]2[C:4]([CH3:17])=[CH:3][C:2]([OH:1])=[CH:7][C:6]=2[CH3:8])[CH:14]=[CH:13][CH:12]=1 |f:2.3|. Procedure details: A solution of 4′-hydroxy-2′,6′-dimethylbiphenyl-3-carbaldehyde (6.95 q, 30.7 mmol) in a mixed solvent of methanol (30 mL) and tetrahydrofuran (60 mL) was ice-cooled, sodium borohydride (90%, 1.29 g, 30.7 mmol) was added, and the mixture was stirred for 20 hr under nitrogen atmosphere, during which the mixture was allowed to gradually warm to room temperature. The reaction mixture was concentrated under reduced pressure, the residue was treated with diluted hydrochloric acid, and the mixture was ...